describe an organic reaction: reactants, conditions, products, and yield From a dataset of the Open Reaction Database (ORD), a public repository of structured organic reaction records. The reactants are O=C1C(Br)=CC(Br)(Br)C=C1Br, ClCCl, Nc1ccccc1CO. Product: Nc1ccc(Br)cc1CO. RXN SMILES: [Br:10][C:11]1=[CH:20][C:17]([Br:18])([Br:19])[CH:16]=[C:14]([Br:15])[C:12]1=[O:13].[CH2:21]([Cl:22])[Cl:23].[NH2:1][c:2]1[c:3]([CH2:4][OH:5])[cH:6][cH:7][cH:8][cH:9]1>>[NH2:1][c:2]1[c:3]([CH2:4][OH:5])[cH:6][c:7]([Br:10])[cH:8][cH:9]1. Starting materials: C(C)(C)(C)OC(=O)N1CCC(CC1)=O (1-(tert-butoxycarbonyl)-4-piperidone), CCCCCC (n-hexane), C(CCC)[Li] (n-butyl lithium), BrC1=NC=C(C=C1C)Br (2,5-dibromo-3-picoline). Solvent: C1(=CC=CC=C1)C (toluene), C1(=CC=CC=C1)C (toluene), O (water). Run at time 2 hour. Yields the product C(C)(C)(C)OC(=O)N1CCC(CC1)(O)C1=NC=C(C=C1C)Br (4-(5-bromo-3-methylpyridin-2-yl)-4-hydroxy-piperidine-1-carboxylic acid tert-butyl ester). Yield: 30.7%. Reaction SMILES: CCCCCC.C([Li])CCC.Br[C:13]1[C:18]([CH3:19])=[CH:17][C:16]([Br:20])=[CH:15][N:14]=1.[C:21]([O:25][C:26]([N:28]1[CH2:33][CH2:32][C:31](=[O:34])[CH2:30][CH2:29]1)=[O:27])([CH3:24])([CH3:23])[CH3:22]>C1(C)C=CC=CC=1.O>[C:21]([O:25][C:26]([N:28]1[CH2:33][CH2:32][C:31]([C:13]2[C:18]([CH3:19])=[CH:17][C:16]([Br:20])=[CH:15][N:14]=2)([OH:34])[CH2:30][CH2:29]1)=[O:27])([CH3:24])([CH3:22])[CH3:23]. Reported procedure: Under nitrogen atmosphere, 1.6M n-hexane solution of n-butyl lithium (65.6 ml) was added dropwise to a solution of 2,5-dibromo-3-picoline (25.1 g) in toluene (200 ml) at −78° C. and stirred at the same temperature for two hours. Next, a solution of 1-(tert-butoxycarbonyl)-4-piperidone (20.9 g) in toluene (200 ml) was added slowly dropwise. After the addition, the mixture was stirred at the same temperature for an hour. Then, the reaction solution was gradually warmed up to room temperature under... Reactants: IC (iodomethane), [Cl-].[NH4+] (ammonium chloride), OCC1=C(C=C(C=C1)[Si](C)(C)C)F (2-hydroxymethyl-5-trimethylsilyl-1-fluorobenzene), [H-].[Na+] (sodium hydride). The solvent is O1CCCC1 (tetrahydrofuran), O (water), O1CCCC1 (tetrahydrofuran), O1CCCC1 (tetrahydrofuran). Run at time 3 hour. The product is COCC1=C(C=C(C=C1)[Si](C)(C)C)F (2-METOXYMETHYL-5-TRIMETHYLSILYL-1-FLUOROBENZENE). As a reaction SMILES: [OH:1][CH2:2][C:3]1[CH:8]=[CH:7][C:6]([Si:9]([CH3:12])([CH3:11])[CH3:10])=[CH:5][C:4]=1[F:13].[H-].[Na+].I[CH3:17].[Cl-].[NH4+]>O1CCCC1.O>[CH3:17][O:1][CH2:2][C:3]1[CH:8]=[CH:7][C:6]([Si:9]([CH3:10])([CH3:12])[CH3:11])=[CH:5][C:4]=1[F:13] |f:1.2,4.5|. Procedure: A solution of 1.98 g (10 mmol) of 2-hydroxymethyl-5-trimethylsilyl-1-fluorobenzene in 10 ml of tetrahydrofuran is added dropwise on a mixture of 0.24 g (10 mmol) of sodium hydride in 10 ml of tetrahydrofuran at 0° C. The reaction mixture is stirred 3 hours at room temperature and cooled to 0° C. A solution of 1.42 g (10 mmol) of iodomethane in 10 ml of tetrahydrofuran is added dropwise and the reaction mixture is stirred 15 hours at room temperature. A solution of 1.60 g (30 mmol) of ammonium ch... Solvent: C(C)O (ethanol), CO (methanol). As a reaction SMILES: C[O:2][C:3]([C:5]1[N:6]=[C:7]([NH2:12])[S:8][C:9]=1[CH:10]=O)=O.O.[NH2:14][NH2:15].C(O)(=O)C>C(O)C.CO>[NH2:12][C:7]1[S:8][C:9]2[CH:10]=[N:15][NH:14][C:3](=[O:2])[C:5]=2[N:6]=1 |f:1.2|. Procedure: The compound (788 mg) obtained in Step 3 was suspended in ethanol (7.8 ml), and hydrazine monohydrate (243 μl) and acetic acid (780 μl) were added, with stirring at room temperature. The mixture was stirred overnight at a bath temperature of 100° C. and returned to room temperature. The reaction mixture was concentrated under reduced pressure, and the obtained crude crystals were suspended in methanol, collected by filtration and dried to give the title compound (690 mg). The reactants are COC(=O)C=1N=C(SC1C=O)N (2-amino-5-formyl-thiazole-4-carboxylic acid methyl ester), O.NN (hydrazine monohydrate), C(C)(=O)O (acetic acid). The product is NC=1SC2=C(C(NN=C2)=O)N1 (2-amino-5H-thiazolo[4,5-d]pyridazin-4-one). RXN SMILES: C(O[C@H:5]1[NH:8][C:7](=[O:9])[C@@H:6]1[C@H:10]([O:12][Si:13]([C:16]([CH3:19])([CH3:18])[CH3:17])([CH3:15])[CH3:14])[CH3:11])(=O)C.[Na].[C:21]([OH:24])(=[S:23])[CH3:22]>O1CCOCC1.C(OCC)(=O)C.O.[Br-].[Zn+2].[Br-]>[C:21]([S:23][C@H:5]1[NH:8][C:7](=[O:9])[C@@H:6]1[C@H:10]([O:12][Si:13]([C:16]([CH3:17])([CH3:18])[CH3:19])([CH3:14])[CH3:15])[CH3:11])(=[O:24])[CH3:22] |f:6.7.8,^1:19|. Reactants: C(C)(=O)O[C@@H]1[C@H](C(N1)=O)[C@@H](C)O[Si](C)(C)C(C)(C)C (4-(R)acetoxy-3(R)-[1(R)t-butyldimethylsilyloxyethyl]azetidin-2-one), [Na] (sodium), C(C)(=S)O (thioacetic acid). Conditions: temperature 40 celsius, time 4 hour. Isolated yield 89.1%. Procedure details: To a solution of 4-(R)acetoxy-3(R)-[1(R)t-butyldimethylsilyloxyethyl]azetidin-2-one (2.87 g) in dioxane (40 ml) the sodium salt of thioacetic acid (1.2 g) was added. Zinc bromide (2.7 g) was added to the resulting suspension and the reaction mixture was stirred for 4 hours at 40° C. The reaction mixture was then cooled at room temperature and poured in a mixture of ethyl acetate and water. The organic layer was separated, washed twice with water, dried over anhydrous sodium sulfate, and evaporat... The reagents and catalysts are [Br-].[Zn+2].[Br-] (Zinc bromide). The solvent is O1CCOCC1 (dioxane), C(C)(=O)OCC (ethyl acetate), O (water). Product: C(C)(=O)S[C@@H]1[C@H](C(N1)=O)[C@@H](C)O[Si](C)(C)C(C)(C)C (4(R)-acetylthio-3(S)-[1(R)t-butyldimethylsilyloxyethyl]azetidin-2-one).